Dataset: the Open Reaction Database (ORD), a public repository of structured organic reaction records. Task: describe an organic reaction: reactants, conditions, products, and yield The reactants are S(=O)(Cl)Cl (Thionyl chloride), Cl.N1(CCCC1)CC(C)N1C2=CC=CC=C2SC=2C=CC(=CC12)C(=O)O (10-[(2RS)-1-(1-pyrrolidinyl)-2-propyl]-2-phenothiazinecarboxylic acid hydrochloride). Solvent: C(Cl)Cl (methylene chloride). Reaction conditions: time 90 minute. The product is Cl.N1(CCCC1)CC(C)N1C2=CC=CC=C2SC=2C=CC(=CC12)C(=O)Cl (10-[(2RS)-1-(1-pyrrolidinyl)-2-propyl]-2-phenothiazinecarbonyl chloride hydrochloride). RXN SMILES: S(Cl)([Cl:3])=O.[ClH:5].[N:6]1([CH2:11][CH:12]([N:14]2[C:27]3[CH:26]=[C:25]([C:28]([OH:30])=O)[CH:24]=[CH:23][C:22]=3[S:21][C:20]3[C:15]2=[CH:16][CH:17]=[CH:18][CH:19]=3)[CH3:13])[CH2:10][CH2:9][CH2:8][CH2:7]1>C(Cl)Cl>[ClH:3].[N:6]1([CH2:11][CH:12]([N:14]2[C:27]3[CH:26]=[C:25]([C:28]([Cl:5])=[O:30])[CH:24]=[CH:23][C:22]=3[S:21][C:20]3[C:15]2=[CH:16][CH:17]=[CH:18][CH:19]=3)[CH3:13])[CH2:10][CH2:9][CH2:8][CH2:7]1 |f:1.2,4.5|. Procedure details: Thionyl chloride (12.7 cc) is added in the course of 5 minutes, with stirring at a temperature of 4° C., to a suspension of 10-[(2RS)-1-(1-pyrrolidinyl)-2-propyl]-2-phenothiazinecarboxylic acid hydrochloride (9.77 g) in methylene chloride (250 cc), and stirring is continued for 90 minutes at a temperature of 20° C. The clear yellow solution obtained is concentrated to dryness under reduced pressure (30 mm Hg; 4 kPa) at 40° C. and dried to constant weight under reduced pressure (5 mm Hg; 0.67 kPa...